Dataset: the Open Reaction Database (ORD), a public repository of structured organic reaction records. Task: describe an organic reaction: reactants, conditions, products, and yield Reactants: C(C)(=O)C1=CC=CC=C1 (acetophenone), ice water, CS(=O)C (DMSO), [H-].[Na+] (NaH), [I-].C[S+](C)C (Trimethylsulfonium iodide). Solvent: C1CCOC1 (THF), C1CCOC1 (THF). Conditions: temperature 65 celsius, time 10 minute. The product is CC1(OC1)C1=CC=CC=C1 (2-methyl-2-phenyloxirane). As a reaction SMILES: CS(C)=O.[H-].[Na+].[I-].[CH3:8][S+](C)C.[C:12]([C:15]1[CH:20]=[CH:19][CH:18]=[CH:17][CH:16]=1)(=[O:14])[CH3:13]>C1COCC1>[CH3:13][C:12]1([C:15]2[CH:20]=[CH:19][CH:18]=[CH:17][CH:16]=2)[CH2:8][O:14]1 |f:1.2,3.4|. Procedure: The title compound was prepared by following general procedure 3. DMSO was added to NaH (1 equiv.) and heated to 65° C. for 1 h. THF was added at the same temperature and heated for another 10 min. After 10 min., the reaction mixture was cooled to 0° C. Trimethylsulfonium iodide (1 equiv.) was added and stirred for 10 min. after which the solution of acetophenone (1 equiv.) in THF was added dropwise. After complete addition, the reaction mixture was stirred at RT for 2 h. The product was detecte... Reactants: FC1=CC=C(C=C1)C(O)(C1CCN(CC1)S(=O)(=O)C1=CC=CC=C1)C1=CC=C(C=C1)F (α,α-bis(4-fluorophenyl)-1-(phenylsulfonyl)-4-piperidinemethanol), [OH-].[Na+] (sodium hydroxide). Run in C(C)(=O)O (acetic acid), S(O)(O)(=O)=O (sulfuric acid). Product: FC1=CC=C(C=C1)C(=C1CCN(CC1)S(=O)(=O)C1=CC=CC=C1)C1=CC=C(C=C1)F (4-[Bis(4-fluorophenyl)methylene]-1-(phenylsulfonyl)piperidine). Isolated yield 64.3%. Reaction SMILES: [F:1][C:2]1[CH:7]=[CH:6][C:5]([C:8]([C:25]2[CH:30]=[CH:29][C:28]([F:31])=[CH:27][CH:26]=2)([CH:10]2[CH2:15][CH2:14][N:13]([S:16]([C:19]3[CH:24]=[CH:23][CH:22]=[CH:21][CH:20]=3)(=[O:18])=[O:17])[CH2:12][CH2:11]2)O)=[CH:4][CH:3]=1.[OH-].[Na+]>C(O)(=O)C.S(=O)(=O)(O)O>[F:1][C:2]1[CH:7]=[CH:6][C:5]([C:8]([C:25]2[CH:26]=[CH:27][C:28]([F:31])=[CH:29][CH:30]=2)=[C:10]2[CH2:11][CH2:12][N:13]([S:16]([C:19]3[CH:24]=[CH:23][CH:22]=[CH:21][CH:20]=3)(=[O:18])=[O:17])[CH2:14][CH2:15]2)=[CH:4][CH:3]=1 |f:1.2|. Procedure details: A solution of 5.23 g (0.0118 mole) of α,α-bis(4-fluorophenyl)-1-(phenylsulfonyl)-4-piperidinemethanol in 100 ml of acetic acid and 20 ml of 2M sulfuric acid was refluxed for 21/2 hours and then poured over ice. The mixture was made basic with 50% sodium hydroxide and the basic mixture was extracted with methylene chloride. The methylene chloride solution was dried (anhydrous sodium sulfate), and the solvent was removed in vacuo. The residue was recrystallized from ether-hexane to give 3.23 g (64... Reactants: OBO, Brc1ccsc1, COc1ccccc1, [Na+], [Na+], O=C([O-])[O-], C1COCCO1, [Pd], c1ccc(P(c2ccccc2)c2ccccc2)cc1, c1ccc(P(c2ccccc2)c2ccccc2)cc1, c1ccc(P(c2ccccc2)c2ccccc2)cc1, c1ccc(P(c2ccccc2)c2ccccc2)cc1. Product: COc1ccccc1-c1ccsc1. As a reaction SMILES: [BH:7]([OH:8])[OH:9].[Br:1][c:2]1[cH:3][s:4][cH:5][cH:6]1.[CH3:10][O:11][c:12]1[cH:13][cH:14][cH:15][cH:16][cH:17]1.[Na+:18].[Na+:19].[O-:20][C:21](=[O:22])[O-:23].[O:24]1[CH2:25][CH2:26][O:27][CH2:28][CH2:29]1.[Pd:30].[c:31]1([P:32]([c:33]2[cH:34][cH:35][cH:36][cH:37][cH:38]2)[c:39]2[cH:40][cH:41][cH:42][cH:43][cH:44]2)[cH:45][cH:46][cH:47][cH:48][cH:49]1.[c:50]1([P:51]([c:52]2[cH:53][cH:54][cH:55][cH:56][cH:57]2)[c:58]2[cH:59][cH:60][cH:61][cH:62][cH:63]2)[cH:64][cH:65][cH:66][cH:67][cH:68]1.[c:69]1([P:70]([c:71]2[cH:72][cH:73][cH:74][cH:75][cH:76]2)[c:77]2[cH:78][cH:79][cH:80][cH:81][cH:82]2)[cH:83][cH:84][cH:85][cH:86][cH:87]1.[c:88]1([P:89]([c:90]2[cH:91][cH:92][cH:93][cH:94][cH:95]2)[c:96]2[cH:97][cH:98][cH:99][cH:100][cH:101]2)[cH:102][cH:103][cH:104][cH:105][cH:106]1>>[c:2]1(-[c:13]2[c:12]([O:11][CH3:10])[cH:17][cH:16][cH:15][cH:14]2)[cH:3][s:4][cH:5][cH:6]1. Reactants: BrC1=C(C=C(C=C1)C(F)(F)F)F (1-bromo-2-fluoro-4-(trifluoromethyl)benzene), CC1(OB(OC1(C)C)C1=C2CCN(CC2=CC=C1)C(=O)OC(C)(C)C)C (tert-butyl 5-(4,4,5,5-tetramethyl-1,3,2-dioxaborolan-2-yl)-3,4-dihydroisoquinoline-2(1H)-carboxylate), C([O-])([O-])=O.[K+].[K+] (potassium carbonate). Reagents/catalysts: C=1C=CC(=CC1)[P](C=2C=CC=CC2)(C=3C=CC=CC3)[Pd]([P](C=4C=CC=CC4)(C=5C=CC=CC5)C=6C=CC=CC6)([P](C=7C=CC=CC7)(C=8C=CC=CC8)C=9C=CC=CC9)[P](C=1C=CC=CC1)(C=1C=CC=CC1)C=1C=CC=CC1 (Pd(PPh3)4). Solvent: O1CCOCC1 (dioxane), O (water), C(C)OCC (diethyl ether). The product is FC1=C(C=CC(=C1)C(F)(F)F)C1=C2CCN(CC2=CC=C1)C(=O)OC(C)(C)C (tert-butyl 5-(2-fluoro-4-(trifluoromethyl)phenyl)-3,4-dihydroisoquinoline-2(1H)-carboxylate). RXN SMILES: Br[C:2]1[CH:7]=[CH:6][C:5]([C:8]([F:11])([F:10])[F:9])=[CH:4][C:3]=1[F:12].CC1(C)C(C)(C)OB([C:21]2[CH:30]=[CH:29][CH:28]=[C:27]3[C:22]=2[CH2:23][CH2:24][N:25]([C:31]([O:33][C:34]([CH3:37])([CH3:36])[CH3:35])=[O:32])[CH2:26]3)O1.C(=O)([O-])[O-].[K+].[K+]>O1CCOCC1.O.C(OCC)C.C1C=CC([P]([Pd]([P](C2C=CC=CC=2)(C2C=CC=CC=2)C2C=CC=CC=2)([P](C2C=CC=CC=2)(C2C=CC=CC=2)C2C=CC=CC=2)[P](C2C=CC=CC=2)(C2C=CC=CC=2)C2C=CC=CC=2)(C2C=CC=CC=2)C2C=CC=CC=2)=CC=1>[F:12][C:3]1[CH:4]=[C:5]([C:8]([F:11])([F:10])[F:9])[CH:6]=[CH:7][C:2]=1[C:21]1[CH:30]=[CH:29][CH:28]=[C:27]2[C:22]=1[CH2:23][CH2:24][N:25]([C:31]([O:33][C:34]([CH3:37])([CH3:36])[CH3:35])=[O:32])[CH2:26]2 |f:2.3.4,^1:60,62,81,100|. Procedure details: A solution of Pd(PPh3)4 (Strem Chemicals Inc., Newburyport, Mass., 0.643 g, 0.557 mmol), 1-bromo-2-fluoro-4-(trifluoromethyl)benzene (1.353 g, 5.57 mmol), tert-butyl 5-(4,4,5,5-tetramethyl-1,3,2-dioxaborolan-2-yl)-3,4-dihydroisoquinoline-2(1H)-carboxylate (ASW Medchem, Brunswick, N.J., 2.000 g, 5.57 mmol), and potassium carbonate (3.08 g, 22.27 mmol) in 12 mL dioxane and 6 mL water was heated to 120° C. for 3 days. The reaction mixture was diluted with diethyl ether, washed with water, the organ...